This data is from the Open Reaction Database (ORD), a public repository of structured organic reaction records. The task is: describe an organic reaction: reactants, conditions, products, and yield The reactants are O=C1SC(C(N1)=O)=CC1=CC=C(C=C1)C1=CC(=CC=C1)CN(C(C1=CC=CC=C1)=O)C (N-[4′-(2,4-dioxo-thiazolidin-5-ylidenemethyl)biphenyl-3-ylmethyl]-N-methylbenzamide), CN(C)C=O (DMF). The solvent is C(C)(=O)OCC (ethyl acetate). The product is O=C1SC(C(N1)=O)CC1=CC=C(C=C1)C1=CC(=CC=C1)CN(C(C1=CC=CC=C1)=O)C (N-[4′-(2,4-Dioxothiazolidin-5-ylmethyl)-biphenyl-3-ylmethyl]-N-methylbenzamide). As a reaction SMILES: [O:1]=[C:2]1[NH:6][C:5](=[O:7])[C:4](=[CH:8][C:9]2[CH:14]=[CH:13][C:12]([C:15]3[CH:20]=[CH:19][CH:18]=[C:17]([CH2:21][N:22]([CH3:31])[C:23](=[O:30])[C:24]4[CH:29]=[CH:28][CH:27]=[CH:26][CH:25]=4)[CH:16]=3)=[CH:11][CH:10]=2)[S:3]1.CN(C=O)C>C(OCC)(=O)C>[O:1]=[C:2]1[NH:6][C:5](=[O:7])[CH:4]([CH2:8][C:9]2[CH:10]=[CH:11][C:12]([C:15]3[CH:20]=[CH:19][CH:18]=[C:17]([CH2:21][N:22]([CH3:31])[C:23](=[O:30])[C:24]4[CH:25]=[CH:26][CH:27]=[CH:28][CH:29]=4)[CH:16]=3)=[CH:13][CH:14]=2)[S:3]1. Reported procedure: 1.4 g (3.3 mmol) of N-[4′-(2,4-dioxo-thiazolidin-5-ylidenemethyl)biphenyl-3-ylmethyl]-N-methylbenzamide, 30 ml of DMF and 25 ml of ethyl acetate are introduced into a three-necked flask. The reaction medium is degassed, 1.4 g of palladium-on-charcoal (10%) are introduced and the mixture is hydrogenated under atmospheric pressure at 60° C. The reaction medium is filtered and evaporated, and the residue obtained is purified by chromatography on a column of silica eluded with a mixture of dichlorom... The reactants are C(CCC)[Li] (n-butyllithium), CCCCCC (hexane), NC(=O)OC[C@H]1N(CC=C(C1)C=1N=C(SC1)S)C(=O)OCC=C (allyl(2S)-2-{[(aminocarbonyl)oxy]methyl}-4-(2-mercapto-1,3-thiazol-4-yl)-3,6-dihydro-1(2 H)-pyridinecarboxylate), O(C1=CC=CC=C1)P(OC1=C(N2C([C@@H]([C@H]2[C@H]1C)[C@@H](C)O[Si](C)(C)C)=O)C(=O)OCC=C)OC1=CC=CC=C1 (allyl (4R,5R,6S)-3-[(diphenoxyphosphino)oxy]-4-methyl-7-oxo-6-{(1R)-1-[(trimethylsilyl)oxy]ethyl}-1-azabicyclo[3.2.0]hept-2-ene-2-carboxylate), C(C)#N (acetonitrile), ice water. The solvent is C1CCOC1 (THF), CN(C)C=O (DMF). Reaction conditions: temperature 0 celsius, time 15 minute. Yields the product C(C=C)OC(=O)N1[C@@H](CC(=CC1)C=1N=C(SC1)SC1=C(N2C([C@@H]([C@H]2[C@H]1C)[C@@H](C)O[Si](C)(C)C)=O)C(=O)OCC=C)COC(=O)N (allyl (4R,5S,6S)-3-{[4-((2S)-1-[(allyloxy)carbonyl]-2-{[(aminocarbony)oxy]methyl}-1,2,3,6-tetrahydro-4-pyridinyl)-1,3-thiazol-2-yl]sulfanyl}-4-methyl-7-oxo-6-{(1R)-1-[(trimethylsilyl)oxy]ethyl}-1-azabicyclo[3.2.0]hept-2-ene-2-carboxylate). Reaction SMILES: C([Li])CCC.CCCCCC.[NH2:12][C:13]([O:15][CH2:16][C@@H:17]1[CH2:22][C:21]([C:23]2[N:24]=[C:25]([SH:28])[S:26][CH:27]=2)=[CH:20][CH2:19][N:18]1[C:29]([O:31][CH2:32][CH:33]=[CH2:34])=[O:30])=[O:14].O(P(OC1C=CC=CC=1)O[C:44]1[C@H:50]([CH3:51])[C@H:49]2[N:46]([C:47](=[O:59])[C@@H:48]2[C@H:52]([O:54][Si:55]([CH3:58])([CH3:57])[CH3:56])[CH3:53])[C:45]=1[C:60]([O:62][CH2:63][CH:64]=[CH2:65])=[O:61])C1C=CC=CC=1.C(#N)C>C1COCC1.CN(C=O)C>[CH2:32]([O:31][C:29]([N:18]1[CH2:19][CH:20]=[C:21]([C:23]2[N:24]=[C:25]([S:28][C:44]3[C@H:50]([CH3:51])[C@H:49]4[N:46]([C:47](=[O:59])[C@@H:48]4[C@H:52]([O:54][Si:55]([CH3:56])([CH3:57])[CH3:58])[CH3:53])[C:45]=3[C:60]([O:62][CH2:63][CH:64]=[CH2:65])=[O:61])[S:26][CH:27]=2)[CH2:22][C@H:17]1[CH2:16][O:15][C:13]([NH2:12])=[O:14])=[O:30])[CH:33]=[CH2:34]. Reported procedure: A solution of n-butyllithium in hexane (1.56M, 68 ml, 0.11 mmol) was added at −70° C. to a solution of allyl(2S)-2-{[(aminocarbonyl)oxy]methyl}-4-(2-mercapto-1,3-thiazol-4-yl)-3,6-dihydro-1(2 H)-pyridinecarboxylate (37.8 mg, 0.11 mmol) in THF (1 ml)/DMF (0.5 ml). The mixture was warmed to 0° C. and then stirred for 15 minutes. To the reaction solution was added at 0° C. a solution of allyl (4R,5R,6S)-3-[(diphenoxyphosphino)oxy]-4-methyl-7-oxo-6-{(1R)-1-[(trimethylsilyl)oxy]ethyl}-1-azabicyclo[3.... Starting materials: [N+](=O)([O-])C1=C(C=CC=C1)NC=1C=C(C=CC1)C(C(F)(F)F)(C(F)(F)F)C1=CC(=CC=C1)NC1=C(C=CC=C1)[N+](=O)[O-] (2,2-bis[N-(2-nitrophenyl)-(3-aminophenyl)]hexafluoropropane), [H][H] (hydrogen). Reagents/catalysts: [C].[Pd] (palladium carbon). Solvent: C(C)(=O)OCC (ethyl acetate). Product: NC1=C(C=CC=C1)NC=1C=C(C=CC1)C(C(F)(F)F)(C(F)(F)F)C1=CC(=CC=C1)NC1=C(C=CC=C1)N (2,2-bis[N-(2-aminophenyl)-(3-aminophenyl)]hexafluoropropane). Yield: 94.9%. Reaction SMILES: [N+:1]([C:4]1[CH:9]=[CH:8][CH:7]=[CH:6][C:5]=1[NH:10][C:11]1[CH:12]=[C:13]([C:17]([C:26]2[CH:31]=[CH:30][CH:29]=[C:28]([NH:32][C:33]3[CH:38]=[CH:37][CH:36]=[CH:35][C:34]=3[N+:39]([O-])=O)[CH:27]=2)([C:22]([F:25])([F:24])[F:23])[C:18]([F:21])([F:20])[F:19])[CH:14]=[CH:15][CH:16]=1)([O-])=O.[H][H]>C(OCC)(=O)C.[C].[Pd]>[NH2:39][C:34]1[CH:35]=[CH:36][CH:37]=[CH:38][C:33]=1[NH:32][C:28]1[CH:27]=[C:26]([C:17]([C:13]2[CH:14]=[CH:15][CH:16]=[C:11]([NH:10][C:5]3[CH:6]=[CH:7][CH:8]=[CH:9][C:4]=3[NH2:1])[CH:12]=2)([C:22]([F:23])([F:24])[F:25])[C:18]([F:20])([F:21])[F:19])[CH:31]=[CH:30][CH:29]=1 |f:3.4|. Reported procedure: 20 g (34.7 mmol) of 2,2-bis[N-(2-nitrophenyl)-(3-aminophenyl)]hexafluoropropane synthesized above were dissolved in 200 ml of ethyl acetate. Thereto was added 1 g of 10% palladium carbon as a catalyst, and replacement with hydrogen was carried out. After that, reaction was conducted at room temperature under a hydrogen pressure of 1.01 MPa (10 atm) for 18 hours with stirring vigorously. The obtained reaction solution was filtered with cerite to remove the catalyst, and ethyl acetate was removed ... Starting materials: B(O)O (boronic acid), C(=O)(O)CCC1=CC=C(C=C1)C=1C([C@@H]2CC[C@]3([C@@]4(CC[C@@]5([C@@H]([C@H]4CC[C@@H]3[C@]2(CC1)C)[C@@H](CC5)C(=C)C)C(=O)O)C)C)(C)C ((1R,3aS,5aR,5bR,7aR,11aS,11bR,13aR,13bR)-9-(4-(2-carboxyethyl)phenyl)-5a,5b,8,8,11a-pentamethyl-1-(prop-1-en-2-yl)-2,3,3a,4,5,5a,5b,6,7,7a,8,11,11a,11b,12,13,13a,13b-octadecahydro-1H-cyclopenta[a]chrysene-3a-carboxylic acid), B(O)(O)C1=CC=C(S1)C(=O)O (5-boronothiophene-2-carboxylic acid). Product: C(=O)(O)[C@]12[C@@H]([C@H]3CC[C@@H]4[C@]5(CC=C(C([C@@H]5CC[C@]4([C@@]3(CC1)C)C)(C)C)C1=CC=C(S1)C(=O)O)C)[C@@H](CC2)C(=C)C (5-((1R,3aS,5aR,5bR,7aR,11aS,11bR,13aR,13bR)-3a-carboxy-5a,5b,8,8,11a-pentamethyl-1-(prop-1-en-2-yl)-2,3,3a,4,5,5a,5b,6,7,7a,8,11,11a,11b,12,13,13a,13b-octadecahydro-1H-cyclopenta[a]chrysen-9-yl)thiophene-2-carboxylic acid), solid. The yield is 23.0%. RXN SMILES: C(CCC1C=CC([C:12]2[C:13]([CH3:43])([CH3:42])[C@H:14]3[C@:27]([CH3:30])([CH2:28][CH:29]=2)[C@@H:26]2[C@:17]([CH3:41])([C@@:18]4([CH3:40])[C@H:23]([CH2:24][CH2:25]2)[C@H:22]2[C@H:31]([C:34]([CH3:36])=[CH2:35])[CH2:32][CH2:33][C@:21]2([C:37]([OH:39])=[O:38])[CH2:20][CH2:19]4)[CH2:16][CH2:15]3)=CC=1)(O)=O.B([C:47]1[S:51][C:50]([C:52]([OH:54])=[O:53])=[CH:49][CH:48]=1)(O)O.B(O)O>>[C:37]([C@:21]12[CH2:33][CH2:32][C@@H:31]([C:34]([CH3:36])=[CH2:35])[C@@H:22]1[C@@H:23]1[C@@:18]([CH3:40])([CH2:19][CH2:20]2)[C@@:17]2([CH3:41])[C@@H:26]([C@:27]3([CH3:30])[C@@H:14]([CH2:15][CH2:16]2)[C:13]([CH3:42])([CH3:43])[C:12]([C:47]2[S:51][C:50]([C:52]([OH:54])=[O:53])=[CH:49][CH:48]=2)=[CH:29][CH2:28]3)[CH2:25][CH2:24]1)([OH:39])=[O:38]. Procedure: The title compound was prepared following the method described above for compound (1R,3aS,5aR,5bR,7aR,11aS,11bR,13aR,13bR)-9-(4-(2-carboxyethyl)phenyl)-5a,5b,8,8,11a-pentamethyl-1-(prop-1-en-2-yl)-2,3,3a,4,5,5a,5b,6,7,7a,8,11,11a,11b,12,13,13a,13b-octadecahydro-1H-cyclopenta[a]chrysene-3a-carboxylic acid (example 4a) using 5-boronothiophene-2-carboxylic acid as the reactant boronic acid. The product was isolated as a white solid (4.15 mg, 23%). LCMS: m/e 563.53 (M−H)−, 2.94 min (method 4). 1H NM... Starting materials: CCN=C=NCCCN(C)C (EDCI), NC1=C(C2=C(S1)CCC2)C#N (2-Amino-3-cyano-5,6-dihydro-4H-cyclopenta[b]thiophene), C1(=CC=CC=C1)C(C(=O)O)CC1=CC=CC=C1 (2,3-diphenylpropionic acid), ethyl acetate hexanes. Conditions: time 19 hour. Product: C(#N)C=1C2=C(SC1NC(C(C1=CC=CC=C1)C1=CC=CC=C1)=O)CCC2 (N-(3-Cyano-5,6-dihydro-4H-cyclopenta[b]thiophen-2-yl)-2,2-diphenyl-acetamide). Yield: 23.9%. As a reaction SMILES: CCN=C=NCCCN(C)C.[NH2:12][C:13]1[S:17][C:16]2[CH2:18][CH2:19][CH2:20][C:15]=2[C:14]=1[C:21]#[N:22].[C:23]1([CH:29]([CH2:33][C:34]2[CH:39]=[CH:38][CH:37]=[CH:36]C=2)[C:30]([OH:32])=O)[CH:28]=[CH:27][CH:26]=[CH:25][CH:24]=1>>[C:21]([C:14]1[C:15]2[CH2:20][CH2:19][CH2:18][C:16]=2[S:17][C:13]=1[NH:12][C:30](=[O:32])[CH:29]([C:23]1[CH:24]=[CH:25][CH:26]=[CH:27][CH:28]=1)[C:33]1[CH:34]=[CH:39][CH:38]=[CH:37][CH:36]=1)#[N:22]. Procedure details: EDCI (59 mg; 0.308 mmol) was added to a solution of 2-Amino-3-cyano-5,6-dihydro-4H-cyclopenta[b]thiophene (25 mg; 0.152 mmol) and 2,3-diphenylpropionic acid (70 mg; 0.309 mmol). After stirring for 19 h, the reaction mixture was applied directly to a silica gel column (Merck Silica gel 60; eluent: 10%–33% ethyl acetate/hexanes) to provide 13.0 mg (23%) of N-(3-Cyano-5,6-dihydro-4H-cyclopenta[b]thiophen-2-yl)-2,2-diphenyl-acetamide as a white solid. EI-HRMS m/e calcd for C22H18N2OS (M+H+) 358.1140... The reactants are resultant mixture, FC1=CC=C(C=C1)C1=CC(CC1)N (3-(4-fluorophenyl)cyclopent-2-enamine), C(C)[Zn]CC (diethylzinc), ICI (diiodomethane), resultant mixture, [Cl-].[NH4+] (ammonium chloride). The solvent is C(Cl)(Cl)Cl (chloroform), ClCCl (dichloromethane). The product is crude product, FC1=CC=C(C=C1)C12CCC(C2C1)N (5-(4-Fluorophenyl)bicyclo[3.1.0]hexan-2-amine). As a reaction SMILES: [F:1][C:2]1[CH:7]=[CH:6][C:5]([C:8]2[CH2:12][CH2:11][CH:10]([NH2:13])[CH:9]=2)=[CH:4][CH:3]=1.[CH2:14]([Zn]CC)C.ICI.[Cl-].[NH4+]>C(Cl)(Cl)Cl.ClCCl>[F:1][C:2]1[CH:3]=[CH:4][C:5]([C:8]23[CH2:14][CH:9]2[CH:10]([NH2:13])[CH2:11][CH2:12]3)=[CH:6][CH:7]=1 |f:3.4|. Procedure: To a dichloromethane solution (0.28 mL) of 3-(4-fluorophenyl)cyclopent-2-enamine (55.8 mg, 0.315 mmol) synthesized in Reference Synthesis Example 223, diethylzinc (15% solution in toluene) (162 μL, 1.78 mmol) was added and then diiodomethane (127 μL, 1.58 mmol) was added at 0° C. with stirring and the resultant mixture was stirred at room temperature for 1 day. After completion of the reaction, saturated ammonium chloride aqueous solution was added to the reaction solution and extraction from th... The reactants are ClC1=NC2=CC=CC=C2C(=N1)NCC1(CCCCC1)C1=CC=CC=C1 ((2-chloro-quinazolin-4-yl)-(1-phenyl-cyclohexylmethyl)-amine). The reagents and catalysts are [Pd] (palladium on carbon). Solvent: CO (methanol). Reaction conditions: time 3 hour. Yields the product C1(=CC=CC=C1)C1(CCCCC1)CNC1=NC=NC2=CC=CC=C12 ((1-phenyl-cyclohexylmethyl)-quinazolin-4-yl-amine). The yield is 91.0%. Reaction SMILES: Cl[C:2]1[N:11]=[C:10]([NH:12][CH2:13][C:14]2([C:20]3[CH:25]=[CH:24][CH:23]=[CH:22][CH:21]=3)[CH2:19][CH2:18][CH2:17][CH2:16][CH2:15]2)[C:9]2[C:4](=[CH:5][CH:6]=[CH:7][CH:8]=2)[N:3]=1>CO.[Pd]>[C:20]1([C:14]2([CH2:13][NH:12][C:10]3[C:9]4[C:4](=[CH:5][CH:6]=[CH:7][CH:8]=4)[N:3]=[CH:2][N:11]=3)[CH2:19][CH2:18][CH2:17][CH2:16][CH2:15]2)[CH:25]=[CH:24][CH:23]=[CH:22][CH:21]=1. Reported procedure: A solution of (2-chloro-quinazolin-4-yl)-(1-phenyl-cyclohexylmethyl)-amine (0.065 g; 0.18 mmol) in anhydrous methanol (2 mL) was treated with 10% palladium on carbon (200 mg) and placed under an atmosphere of hydrogen (45 psi). The reaction mixture was shaken at room temperature for 3 h. The reaction mixture was filtered through celite and evaporated. The crude residue was purified by column chromatography on silicia gel using 9:1 ethyl acetate:hexane as the eluent to give 0.052 g (1-phenyl-cycl... Starting materials: [Al+3], ClCCl, CCO, CCCCCl, [Cl-], [Cl-], [Cl-], COc1cccc(Cl)c1Cl, Cl, O=C1CCC(=O)O1, O. Yields the product COc1ccc(C(=O)CCC(=O)O)c(Cl)c1Cl. As a reaction SMILES: [Al+3:2].[CH2:23]([Cl:24])[Cl:25].[CH2:27]([OH:28])[CH3:29].[CH2:30]([Cl:31])[CH2:32][CH2:33][CH3:34].[Cl-:1].[Cl-:3].[Cl-:4].[Cl:5][c:6]1[c:7]([O:13][CH3:14])[cH:8][cH:9][cH:10][c:11]1[Cl:12].[ClH:22].[O:15]=[C:16]1[CH2:17][CH2:18][C:19](=[O:20])[O:21]1.[OH2:26]>>[Cl:5][c:6]1[c:7]([O:13][CH3:14])[cH:8][cH:9][c:10]([C:19]([CH2:18][CH2:17][C:16](=[O:15])[OH:21])=[O:20])[c:11]1[Cl:12]. Reactants: FC1=C(C=C(C=C1)C1C2=C(N(C3=C1S(CC3)(=O)=O)C(=O)OC(C)(C)C)COCC2=O)[Sn](C)(C)C (Tert-butyl 9-[4-fluoro-3-(trimethylstannyl)phenyl]-8-oxo-2,3,5,7,8,9-hexahydro-4H-pyrano[3,4-b]thieno[2,3-e]pyridine-4-carboxylate 1,1-dioxide), O.O.O.O.O.S(=S)(=O)([O-])[O-].[Na+].[Na+] (sodium thiosulfate pentahydrate), ClN1C(CCC1=O)=O (N-chlorosuccinimide), [I-].[Na+] (sodium iodide). The solvent is C(C)(=O)O (acetic acid), CO (methanol). Run at time 10 minute. The product is FC1=C(C=C(C=C1)C1C2=C(NC3=C1S(CC3)(=O)=O)COCC2=O)I (9-(4-fluoro-3-iodophenyl)-2,3,5,9-tetrahydro-4H-pyrano[3,4-b]thieno[2,3-e]pyridin-8(7H)-one 1,1-dioxide). The yield is 89.0%. As a reaction SMILES: [F:1][C:2]1[CH:7]=[CH:6][C:5]([CH:8]2[C:13]3[S:14](=[O:18])(=[O:17])[CH2:15][CH2:16][C:12]=3[N:11](C(OC(C)(C)C)=O)[C:10]3[CH2:26][O:27][CH2:28][C:29](=[O:30])[C:9]2=3)=[CH:4][C:3]=1[Sn](C)(C)C.ClN1C(=O)CCC1=O.[I-:43].[Na+].O.O.O.O.O.S([O-])([O-])(=O)=S.[Na+].[Na+]>C(O)(=O)C.CO>[F:1][C:2]1[CH:7]=[CH:6][C:5]([CH:8]2[C:13]3[S:14](=[O:18])(=[O:17])[CH2:15][CH2:16][C:12]=3[NH:11][C:10]3[CH2:26][O:27][CH2:28][C:29](=[O:30])[C:9]2=3)=[CH:4][C:3]=1[I:43] |f:2.3,4.5.6.7.8.9.10.11|. Procedure details: A mixture of the product from Example 37B (0.023 g, 0.038 mmol) in 1% acetic acid in methanol (25 mL) was treated with N-chlorosuccinimide (0.010 g, 0.077 mmol), then treated with sodium iodide (0.011 g, 0.077 mmol), stirred for 10 minutes, treated with pulverized sodium thiosulfate pentahydrate (0.020 g, 0.080 mmol), stirred for 10 minutes and concentrated to dryness. The residue was treated with trifluoroacetic acid (3 mL), stirred at ambient temperature for 15 minutes and concentrated to dryn...